From a dataset of the Open Reaction Database (ORD), a public repository of structured organic reaction records. describe an organic reaction: reactants, conditions, products, and yield Reactants: ClC=1N(C(=C(C1Cl)C#N)C1=CC(=C(C=C1)Cl)Cl)CNC(C)=O (N-{[2,3-dichloro-4-cyano-5-(3,4-dichlorophenyl)pyrrol-1-yl]methyl}acetamide), P(=O)(Cl)(Cl)Cl (phosphorus oxychloride). Run in O (water). The product is ClC=1C(=C(N(C1Cl)CCl)C1=CC(=C(C=C1)Cl)Cl)C#N (4,5-Dichloro-1-(chloromethyl)-2-(3,4-dichlorophenyl)pyrrol-3-carbonitrile). Yield: 78.0%. As a reaction SMILES: [Cl:1][C:2]1[N:3]([CH2:18]NC(=O)C)[C:4]([C:10]2[CH:15]=[CH:14][C:13]([Cl:16])=[C:12]([Cl:17])[CH:11]=2)=[C:5]([C:8]#[N:9])[C:6]=1[Cl:7].P(Cl)(Cl)([Cl:25])=O>O>[Cl:7][C:6]1[C:5]([C:8]#[N:9])=[C:4]([C:10]2[CH:15]=[CH:14][C:13]([Cl:16])=[C:12]([Cl:17])[CH:11]=2)[N:3]([CH2:18][Cl:25])[C:2]=1[Cl:1]. Procedure details: A mixture of N-{[2,3-dichloro-4-cyano-5-(3,4-dichlorophenyl)pyrrol-1-yl]methyl}acetamide (3.2 g, 0.0085 mol) and phosphorus oxychloride (6.51 g, 4 mL, 0.0424 mol) is heated at reflux temperature for 40 minutes, cooled, diluted with water and extracted with ethyl acetate. The combined organic extracts are washed sequentially with water and brine, dried over anhydrous magnesium sulfate and concentrated in vacuo to obtain a solid. Recrystallization of the solid from an ethyl acetate/heptane solutio... The reactants are C1(=CC=CC=C1)C.N(=NC(=O)OCC)C(=O)OCC (diethyl azodicarboxylate toluene), BrC1=CC=C(C=C1)O (4-Bromophenol), ClC=1C=C(CO)C=CC1Cl (3,4-dichlorobenzyl alcohol), C1(=CC=CC=C1)P(C1=CC=CC=C1)C1=CC=CC=C1 (triphenylphosphine). Run in O1CCCC1 (tetrahydrofuran). Reaction conditions: time 2 hour. The product is BrC1=CC=C(OCC2=CC(=C(C=C2)Cl)Cl)C=C1 (4-[(4-Bromophenoxy)methyl]-1,2-dichlorobenzene). RXN SMILES: [Br:1][C:2]1[CH:7]=[CH:6][C:5]([OH:8])=[CH:4][CH:3]=1.[Cl:9][C:10]1[CH:11]=[C:12]([CH:15]=[CH:16][C:17]=1[Cl:18])[CH2:13]O.C1(P(C2C=CC=CC=2)C2C=CC=CC=2)C=CC=CC=1.C1(C)C=CC=CC=1.N(C(OCC)=O)=NC(OCC)=O>O1CCCC1>[Br:1][C:2]1[CH:7]=[CH:6][C:5]([O:8][CH2:13][C:12]2[CH:15]=[CH:16][C:17]([Cl:18])=[C:10]([Cl:9])[CH:11]=2)=[CH:4][CH:3]=1 |f:3.4|. Reported procedure: 4-Bromophenol (1.07 g, 6.18 mmol), 3,4-dichlorobenzyl alcohol (1.42 g, 8.02 mmol), and triphenylphosphine (2.10 g, 8.01 mmol) were dissolved in tetrahydrofuran (30 mL), and a diethyl azodicarboxylate toluene solution (2.2M, 3.65 mL, 8.03 mmol) was slowly added dropwise thereto at room temperature, and then, the resulting mixture was stirred under a nitrogen atmosphere at room temperature for 2 hours. The solvent was distilled off under reduced pressure, and the resulting residue was purified by ... Reactants: C1CCOC1, CC(C)(C)[O-], CS(C)=O, CN(C(c1cncc(-c2ccc(C#N)c(Cl)c2)c1Cl)C1CC1)S(C)(=O)=O, [K+]. Yields the product CN1C(C2CC2)c2cncc(-c3ccc(C#N)c(Cl)c3)c2CS1(=O)=O. RXN SMILES: [CH2:33]1[O:34][CH2:35][CH2:36][CH2:37]1.[CH3:27][C:28]([CH3:29])([O-:30])[CH3:31].[CH3:38][S:39]([CH3:40])=[O:41].[Cl:1][c:2]1[c:3]([CH:17]([N:18]([S:19](=[O:20])(=[O:21])[CH3:22])[CH3:23])[CH:24]2[CH2:25][CH2:26]2)[cH:4][n:5][cH:6][c:7]1-[c:8]1[cH:9][c:10]([Cl:16])[c:11]([C:14]#[N:15])[cH:12][cH:13]1.[K+:32]>>[c:2]12[c:3]([cH:4][n:5][cH:6][c:7]1-[c:8]1[cH:9][c:10]([Cl:16])[c:11]([C:14]#[N:15])[cH:12][cH:13]1)[CH:17]([CH:24]1[CH2:25][CH2:26]1)[N:18]([CH3:23])[S:19](=[O:20])(=[O:21])[CH2:22]2.